From a dataset of the Open Reaction Database (ORD), a public repository of structured organic reaction records. describe an organic reaction: reactants, conditions, products, and yield Reactants: CC1=C(C=CC(=C1)N1CC(CC1)N1C(CCC1)C)N (2-methyl-4-(2-methyl-[1,3′]bipyrrolidinyl-1′-yl)-phenylamine), O=C1C=CC(=CN1)C1=CC=C(C(=O)O)C=C1 (4-(6-oxo-1,6-dihydro-pyridin-3-yl)-benzoic acid). Product: CC1=C(C=CC(=C1)N1CC(CC1)N1C(CCC1)C)NC(C1=CC=C(C=C1)C1=CNC(C=C1)=O)=O (N-[2-Methyl-4-(2-methyl-[1,3′]bipyrrolidinyl-1′-yl)-phenyl]-4-(6-oxo-1,6-dihydro-pyridin-3-yl)-benzamide). As a reaction SMILES: [CH3:1][C:2]1[CH:7]=[C:6]([N:8]2[CH2:12][CH2:11][CH:10]([N:13]3[CH2:17][CH2:16][CH2:15][CH:14]3[CH3:18])[CH2:9]2)[CH:5]=[CH:4][C:3]=1[NH2:19].[O:20]=[C:21]1[NH:26][CH:25]=[C:24]([C:27]2[CH:35]=[CH:34][C:30]([C:31](O)=[O:32])=[CH:29][CH:28]=2)[CH:23]=[CH:22]1>>[CH3:1][C:2]1[CH:7]=[C:6]([N:8]2[CH2:12][CH2:11][CH:10]([N:13]3[CH2:17][CH2:16][CH2:15][CH:14]3[CH3:18])[CH2:9]2)[CH:5]=[CH:4][C:3]=1[NH:19][C:31](=[O:32])[C:30]1[CH:29]=[CH:28][C:27]([C:24]2[CH:23]=[CH:22][C:21](=[O:20])[NH:26][CH:25]=2)=[CH:35][CH:34]=1. Reported procedure: The title compound was prepared in a manner substantially the same as example 1 by coupling 2-methyl-4-(2-methyl-[1,3′]bipyrrolidinyl-1′-yl)-phenylamine with 4-(6-oxo-1,6-dihydro-pyridin-3-yl)-benzoic acid. MS: 457.3 (M+H). Reactants: COCCOC, CC(=O)c1ccccc1, FC(F)(F)c1cnc(Cl)c(Cl)c1, Cl, [H-], [Na+]. The product is O=C(Cc1ncc(C(F)(F)F)cc1Cl)c1ccccc1. Reaction SMILES: [CH2:25]([CH2:26][O:27][CH3:28])[O:29][CH3:30].[CH3:3][C:4](=[O:5])[c:6]1[cH:7][cH:8][cH:9][cH:10][cH:11]1.[Cl:12][c:13]1[n:14][cH:15][c:16]([C:20]([F:21])([F:22])[F:23])[cH:17][c:18]1[Cl:19].[ClH:24].[H-:1].[Na+:2]>>[CH2:3]([C:4](=[O:5])[c:6]1[cH:7][cH:8][cH:9][cH:10][cH:11]1)[c:13]1[n:14][cH:15][c:16]([C:20]([F:21])([F:22])[F:23])[cH:17][c:18]1[Cl:19].